From a dataset of the Open Reaction Database (ORD), a public repository of structured organic reaction records. describe an organic reaction: reactants, conditions, products, and yield The reactants are C(C)OC(C(C=1SC=C(C1)C(=O)N1CCC[C@@H]2CCCC[C@H]12)C#N)=O (cis-Cyano-[4-(octahydro-quinoline-1-carbonyl)-thiophen-2-yl]-acetic acid ethyl ester), [Cl-].[Li+] (lithium chloride). Run in CS(=O)C (DMSO), C(Cl)Cl (DCM). Conditions: temperature 160 celsius. The product is N1(CCC[C@@H]2CCCC[C@H]12)C(=O)C=1C=C(SC1)CC#N (cis-[4-(Octahydro-quinoline-1-carbonyl)-thiophen-2-yl]-acetonitrile). Yield: 18.8%. Reaction SMILES: C(OC(=O)[CH:5]([C:23]#[N:24])[C:6]1[S:7][CH:8]=[C:9]([C:11]([N:13]2[C@@H:22]3[C@@H:17]([CH2:18][CH2:19][CH2:20][CH2:21]3)[CH2:16][CH2:15][CH2:14]2)=[O:12])[CH:10]=1)C.[Cl-].[Li+]>CS(C)=O.C(Cl)Cl>[N:13]1([C:11]([C:9]2[CH:10]=[C:6]([CH2:5][C:23]#[N:24])[S:7][CH:8]=2)=[O:12])[C@@H:22]2[C@@H:17]([CH2:18][CH2:19][CH2:20][CH2:21]2)[CH2:16][CH2:15][CH2:14]1 |f:1.2|. Procedure details: cis-Cyano-[4-(octahydro-quinoline-1-carbonyl)-thiophen-2-yl]-acetic acid ethyl ester (0.168 g, 0.46 mmol) and lithium chloride (0.5 mmol) were dissolved in DMSO (5 mL) and heated to 160° C. by microwave irradiation for one minute. The solution was diluted with DCM (10 mL) and washed with water. The resulting organic solution was dried and the solvent evaporated to give an oil which was purified by HPLC, eluting with 10%-98% acetonitrile in water (0.1% formic acid). The fractions containing the d... Starting materials: C(CC1=CC=CC=C1)C1=CC=C(C(=O)N2CC3=C(CC2)C=CO3)C=C1 (6-(4-phenethylbenzoyl)-4,5,6,7-tetrahydrofuro[2,3-c]pyridine), N1CCCC1 (pyrrolidine), C=O (formaldehyde). The solvent is C(C)(=O)O (acetic acid). Reaction conditions: temperature 100 celsius, time 1 hour. The product is C(CC1=CC=CC=C1)C1=CC=C(C(=O)N2CC3=C(CC2)C=C(O3)CN3CCCC3)C=C1 (6-(4-phenethylbenzoyl)-2-(1-pyrrolidinylmethyl)-4,5,6,7-tetrahydrofuro[2,3-c]pyridine). Reaction SMILES: [CH2:1]([C:9]1[CH:25]=[CH:24][C:12]([C:13]([N:15]2[CH2:20][CH2:19][C:18]3[CH:21]=[CH:22][O:23][C:17]=3[CH2:16]2)=[O:14])=[CH:11][CH:10]=1)[CH2:2][C:3]1[CH:8]=[CH:7][CH:6]=[CH:5][CH:4]=1.[NH:26]1[CH2:30][CH2:29][CH2:28][CH2:27]1.[CH2:31]=O>C(O)(=O)C>[CH2:1]([C:9]1[CH:25]=[CH:24][C:12]([C:13]([N:15]2[CH2:20][CH2:19][C:18]3[CH:21]=[C:22]([CH2:31][N:26]4[CH2:30][CH2:29][CH2:28][CH2:27]4)[O:23][C:17]=3[CH2:16]2)=[O:14])=[CH:11][CH:10]=1)[CH2:2][C:3]1[CH:4]=[CH:5][CH:6]=[CH:7][CH:8]=1. Reported procedure: To a solution of 1.078 g (3.253 mmol) of the above 6-(4-phenethylbenzoyl)-4,5,6,7-tetrahydrofuro[2,3-c]pyridine in 10 ml of acetic acid, 0.41 ml (4.88 mmol) of pyrrolidine and 0.40 g (4.88 mmol) of 37% aqueous formaldehyde were added, followed by stirring at 100° C. for 1 hour. After the solvent was distilled off under reduced pressure, the residual solution was alkalified with aqueous sodium hydroxide and extracted with ethyl acetate 3 times. The combined organic layer was dried over anhydrous ...